Dataset: the Open Reaction Database (ORD), a public repository of structured organic reaction records. Task: describe an organic reaction: reactants, conditions, products, and yield Starting materials: CC(C)C(=O)NC(CSC(c1ccccc1)(c1ccccc1)c1ccccc1)C(=O)NCCSC(=O)C(C)(C)C, CC(=O)NC(CS)C(=O)NCCSC(C)=O. The product is CC(C)C(=O)NC(CS)C(=O)NCCSC(=O)C(C)(C)C. RXN SMILES: [C:1]([CH:2]([CH3:3])[CH3:4])(=[O:5])[NH:6][CH:7]([CH2:8][S:9][C:10]([c:11]1[cH:12][cH:13][cH:14][cH:15][cH:16]1)([c:17]1[cH:18][cH:19][cH:20][cH:21][cH:22]1)[c:23]1[cH:24][cH:25][cH:26][cH:27][cH:28]1)[C:29](=[O:30])[NH:31][CH2:32][CH2:33][S:34][C:35]([C:36]([CH3:37])([CH3:38])[CH3:39])=[O:40].[C:41]([NH:42][CH:43]([C:44]([NH:45][CH2:46][CH2:47][S:48][C:49](=[O:50])[CH3:51])=[O:52])[CH2:53][SH:54])(=[O:55])[CH3:56]>>[C:1]([CH:2]([CH3:3])[CH3:4])(=[O:5])[NH:6][CH:7]([CH2:8][SH:9])[C:29](=[O:30])[NH:31][CH2:32][CH2:33][S:34][C:35]([C:36]([CH3:37])([CH3:38])[CH3:39])=[O:40]. Starting materials: ClC1=C(C(=O)NS(=O)(=O)N(C)C(C)C)C=CC(=C1[N+](=O)[O-])F (N-(2-chloro-4-fluoro-3-nitrobenzoyl)-N′-isopropyl-N′-methylsulfamide), CO (methanol), [H][H] (hydrogen). Reagents/catalysts: [Pt] (Pt/C). Solvent: C1(=CC=CC=C1)C (toluene). Conditions: temperature 70 celsius, time 12 hour. Yields the product ClC1=C(C(=O)NS(=O)(=O)N(C)C(C)C)C=CC(=C1N)F (N-(2-Chloro-4-fluoro-3-aminobenzoyl)-N′-isopropyl-N′-methylsulfamide). RXN SMILES: [Cl:1][C:2]1[C:18]([N+:19]([O-])=O)=[C:17]([F:22])[CH:16]=[CH:15][C:3]=1[C:4]([NH:6][S:7]([N:10]([CH:12]([CH3:14])[CH3:13])[CH3:11])(=[O:9])=[O:8])=[O:5].CO.[H][H]>C1(C)C=CC=CC=1.[Pt]>[Cl:1][C:2]1[C:18]([NH2:19])=[C:17]([F:22])[CH:16]=[CH:15][C:3]=1[C:4]([NH:6][S:7]([N:10]([CH:12]([CH3:14])[CH3:13])[CH3:11])(=[O:9])=[O:8])=[O:5]. Procedure: 8.00 g (23.0 mmol) of N-(2-chloro-4-fluoro-3-nitrobenzoyl)-N′-isopropyl-N′-methylsulfamide in 33 g of toluene and 8 g of methanol were admixed with 190 mg (0.055 mol %) of 3% Pt/C and hydrogenated with 5 bar of hydrogen with stirring at 70° C. After 12 h the solution was depressurized, the reaction mixture was filtered and the solvent was removed by distillation. This gave 4.7 g (64%) of the title compound in the form of a solid (m.p.: 147-149° C.).